From a dataset of the Open Reaction Database (ORD), a public repository of structured organic reaction records. describe an organic reaction: reactants, conditions, products, and yield The reactants are CC1=CC=CC(=N1)CNC(OC(C)(C)C)=O (tert-butyl (6-methylpyridin-2-yl)methylcarbamate), [H][H] (hydrogen). The product is CC1CCCC(N1)CNC(OC(C)(C)C)=O (rac-tert-butyl (6-methylpiperidin-2-yl)methylcarbamate). The solvent is CO (MeOH). Procedure: Nishimura catalyst (0.53 g) was added to a solution of tert-butyl (6-methylpyridin-2-yl)methylcarbamate (4.4 g, 0.02 mmol) in MeOH (60 mL) in a Parr Shaker high pressure vessel which was installed on Parr Shaker. The vessel was shaken under constant 5 bar hydrogen pressure for 30 min. The reaction mixture was filtered through a pad of diatomaceous earth and the filtrate was concentrated in vacuo to give desired product rac-tert-butyl (6-methylpiperidin-2-yl)methylcarbamate which was used for nex... The reagents and catalysts are Nishimura catalyst. As a reaction SMILES: [CH3:1][C:2]1[N:7]=[C:6]([CH2:8][NH:9][C:10](=[O:16])[O:11][C:12]([CH3:15])([CH3:14])[CH3:13])[CH:5]=[CH:4][CH:3]=1.[H][H]>CO>[CH3:1][CH:2]1[NH:7][CH:6]([CH2:8][NH:9][C:10](=[O:16])[O:11][C:12]([CH3:15])([CH3:14])[CH3:13])[CH2:5][CH2:4][CH2:3]1. Reactants: C(C1=CC=CC=C1)OC1=C(C=C(C=C1)CC(CN)NC(=O)OCC1=CC=CC=C1)C(C)(C)C (3-(4-benzyloxy-3-tert-butylphenyl)-2-benzyloxycarbonylaminopropylamine), O (water), TEA, CS(=O)(=O)Cl (methanesulfonyl chloride). Solvent: C(Cl)Cl (methylene chloride). Reaction conditions: time 30 minute. The product is C(C1=CC=CC=C1)OC1=C(C=C(C=C1)CC(CNS(=O)(=O)C)NC(=O)OCC1=CC=CC=C1)C(C)(C)C (N-[3-(4-benzyloxy-3-tert-butylphenyl)-2-benzyloxycarbonylaminopropyl]methanesulfonamide). Isolated yield 83.0%. As a reaction SMILES: [CH2:1]([O:8][C:9]1[CH:14]=[CH:13][C:12]([CH2:15][CH:16]([NH:19][C:20]([O:22][CH2:23][C:24]2[CH:29]=[CH:28][CH:27]=[CH:26][CH:25]=2)=[O:21])[CH2:17][NH2:18])=[CH:11][C:10]=1[C:30]([CH3:33])([CH3:32])[CH3:31])[C:2]1[CH:7]=[CH:6][CH:5]=[CH:4][CH:3]=1.[CH3:34][S:35](Cl)(=[O:37])=[O:36].O>C(Cl)Cl>[CH2:1]([O:8][C:9]1[CH:14]=[CH:13][C:12]([CH2:15][CH:16]([NH:19][C:20]([O:22][CH2:23][C:24]2[CH:25]=[CH:26][CH:27]=[CH:28][CH:29]=2)=[O:21])[CH2:17][NH:18][S:35]([CH3:34])(=[O:37])=[O:36])=[CH:11][C:10]=1[C:30]([CH3:33])([CH3:32])[CH3:31])[C:2]1[CH:3]=[CH:4][CH:5]=[CH:6][CH:7]=1. Reported procedure: To a solution of 3-(4-benzyloxy-3-tert-butylphenyl)-2-benzyloxycarbonylaminopropylamine (1.27 g, 2.84 mmol) in methylene chloride (29 ml), TEA (0.6 ml, 4.26 mmol) and then methanesulfonyl chloride.(0.3 ml, 3.69 mmol) were added slowly under cooling with ice. After stirring for 30 min., the mixture was mixed with water and extracted with chloroform. The organic layer was dried over magnesium sulfate and evaporated to remove the solvent under reduced pressure; the thus obtained residue was subject... Starting materials: COCC(=O)Cl (2-methoxyacetyl chloride), N1(C=NC=C1)CCCN (3-(1H-imidazol-1-yl)propanamine), triethylamine leads, N1(C=NC=C1)CCCNC(COC)=O (N-(3-(1H-imidazol-1-yl)propyl)-2-methoxyacetamide), B (borane). Yields the product N1(C=NC=C1)CCCNCCOC (N-(3-(1H-imidazol-1-yl)propyl)-2-methoxyethylamine). RXN SMILES: COCC(Cl)=O.N1(CCCN)C=CN=C1.[N:16]1([CH2:21][CH2:22][CH2:23][NH:24][C:25](=O)[CH2:26][O:27][CH3:28])[CH:20]=[CH:19][N:18]=[CH:17]1.B>>[N:16]1([CH2:21][CH2:22][CH2:23][NH:24][CH2:25][CH2:26][O:27][CH3:28])[CH:20]=[CH:19][N:18]=[CH:17]1. Reported procedure: The reaction of 2-methoxyacetyl chloride and 3-(1H-imidazol-1-yl)propanamine in the presence of triethylamine leads to the formation of N-(3-(1H-imidazol-1-yl)propyl)-2-methoxyacetamide, which by reduction with borane gives N-(3-(1H-imidazol-1-yl)propyl)-2-methoxyethylamine. The latter amine reacts with molar equivalents of benz(cd)indol-2-thiol and mercuric acetate in refluxing ethanol, under the conditions of Example 55 to yield the title compound. The reactants are C(C)[BH-](CC)CC.[Li+] (lithium triethylborohydride), BrC1=C(C=C(C=C1)C1=CC=C(C=C1)OC(F)(F)F)C(=O)OC (Methyl 4-bromo-4′-(trifluoromethoxy)biphenyl-3-carboxylate). The solvent is C1CCOC1 (THF). Conditions: temperature -10 celsius. The product is BrC1=C(C=C(C=C1)C1=CC=C(C=C1)OC(F)(F)F)CO ([4-Bromo-4′-(trifluoromethoxy)biphenyl-3-yl]methanol). RXN SMILES: C([BH-](CC)CC)C.[Li+].[Br:9][C:10]1[CH:15]=[CH:14][C:13]([C:16]2[CH:21]=[CH:20][C:19]([O:22][C:23]([F:26])([F:25])[F:24])=[CH:18][CH:17]=2)=[CH:12][C:11]=1[C:27](OC)=[O:28]>C1COCC1>[Br:9][C:10]1[CH:15]=[CH:14][C:13]([C:16]2[CH:17]=[CH:18][C:19]([O:22][C:23]([F:25])([F:26])[F:24])=[CH:20][CH:21]=2)=[CH:12][C:11]=1[CH2:27][OH:28] |f:0.1|. Procedure: A solution of lithium triethylborohydride (1.0M THF, 10.6 mL) was added dropwise to a THF solution (12 mL) of the intermediate from Step B (2.0 g, 5.33 mmol) cooled in an acetone/ice bath (−10° C.). The solution was stirred at −10° C. until no starting material remained by HPLC (approximately 3 hours). The reaction was quenched with methanol (ca. 10 mL) and concentrated. The residue was partitioned between water and ethyl acetate. The organic phase was washed with water (2×), brine, dried over N... Reactants: C1(CCCCC1)N(C(NC=1SC(=CN1)SCC(=O)O)=O)[C@@H]1CC[C@H](CC1)COC1=CC=CC=C1 ({2-[3-cyclohexyl-3-(trans-4-phenoxymethyl-cyclohexyl)-ureido]-thiazol-5-ylsulfanyl}-acetic acid), C1(CCCCC1)N[C@@H]1CC[C@H](CC1)COC1=CC=C(C=C1)OC (cyclohexyl-[trans-4-(4-methoxy-phenoxymethyl)-cyclohexyl]-amine), C(C)OC(C(C)SC1=CN=C(S1)N)=O ((2-amino-thiazol-5-ylsulfanyl)-propionic acid ethyl ester). The product is C1(CCCCC1)N(C(NC=1SC(=CN1)SCCC(=O)O)=O)[C@@H]1CC[C@H](CC1)COC1=CC=C(C=C1)OC (3-(2-{3-Cyclohexyl-3-[trans-4-(4-methoxy-phenoxymethyl)-cyclohexyl]-ureido}-thiazol-5-ylsulfanyl)-propionic acid). RXN SMILES: [CH:1]1([N:7]([C@H:21]2[CH2:26][CH2:25][C@H:24](COC3C=CC=CC=3)[CH2:23][CH2:22]2)[C:8](=[O:20])[NH:9][C:10]2[S:11][C:12]([S:15]CC(O)=O)=[CH:13][N:14]=2)[CH2:6][CH2:5][CH2:4][CH2:3][CH2:2]1.C1(N[C@H]2CC[C@H]([CH2:48][O:49][C:50]3[CH:55]=[CH:54][C:53]([O:56][CH3:57])=[CH:52][CH:51]=3)CC2)CCCCC1.C([O:60][C:61](=[O:71])[CH:62](SC1SC(N)=NC=1)[CH3:63])C>>[CH:1]1([N:7]([C@H:21]2[CH2:26][CH2:25][C@H:24]([CH2:57][O:56][C:53]3[CH:52]=[CH:51][C:50]([O:49][CH3:48])=[CH:55][CH:54]=3)[CH2:23][CH2:22]2)[C:8](=[O:20])[NH:9][C:10]2[S:11][C:12]([S:15][CH2:63][CH2:62][C:61]([OH:71])=[O:60])=[CH:13][N:14]=2)[CH2:2][CH2:3][CH2:4][CH2:5][CH2:6]1. Procedure details: Prepared in an similar manner to {2-[3-cyclohexyl-3-(trans-4-phenoxymethyl-cyclohexyl)-ureido]-thiazol-5-ylsulfanyl}-acetic acid via cyclohexyl-[trans-4-(4-methoxy-phenoxymethyl)-cyclohexyl]-amine and (2-amino-thiazol-5-ylsulfanyl)-propionic acid ethyl ester to give the title compound. Reactants: Cl (Hydrogen chloride), C(C(C)(C)C)(=O)C#N (pivaloyl cyanide), C(C)(=O)O (acetic acid), NNC(=S)NN (thiocarbohydrazide), Cl (hydrochloric acid), C(C)(=O)O (acetic acid). Run in O (water). Reaction conditions: temperature 90 celsius, time 8 hour. Yields the product NN1C(=NN=C(C1=O)C(C)(C)C)S (4-amino-6-tert.-butyl-3-mercapto-1,2,4-triazin-5(4H)-one). The yield is 78.5%. RXN SMILES: Cl.C(C#N)(=O)[C:3]([CH3:6])([CH3:5])[CH3:4].[C:10]([OH:13])(=O)[CH3:11].[NH2:14][NH:15][C:16]([NH:18][NH2:19])=[S:17]>O>[NH2:19][N:18]1[C:10](=[O:13])[C:11]([C:3]([CH3:4])([CH3:5])[CH3:6])=[N:14][N:15]=[C:16]1[SH:17]. Reported procedure: Hydrogen chloride gas was passed into a mixture of 222 g (2 mol) of pivaloyl cyanide and 120 g (2 mol) of glacial acetic acid under 8 bars and at 20° to 25° C. for four hours. Thereafter, the mixture was let down and excess glacial acetic acid was stripped off in vacuo. The product was then added to a mixture of 212 g (2 mol) of thiocarbohydrazide, 840 g of water and 280 g of concentrated hydrochloric acid. When the addition had ended, the reaction mixture was warmed to 90° C. for 1.5 hours and ... Reactants: ClC=1C=C(C=CC1Cl)NN (3,4-dichlorophenyl hydrazine), C1(=CC=CC=C1)NN (phenyl hydrazine). Yields the product ClC=1C=C(C=CC1Cl)N1N=C(C=C1)C (1-(3',4'-Dichlorophenyl)-3-methyl-1H-pyrazole). Reaction SMILES: [Cl:1][C:2]1[CH:3]=[C:4]([NH:9][NH2:10])[CH:5]=[CH:6][C:7]=1[Cl:8].[C:11]1(NN)[CH:16]=CC=[CH:13][CH:12]=1>>[Cl:1][C:2]1[CH:3]=[C:4]([N:9]2[CH:16]=[CH:11][C:12]([CH3:13])=[N:10]2)[CH:5]=[CH:6][C:7]=1[Cl:8]. Procedure details: This compound was prepared by the same methodology described for EXAMPLE 1 with 3,4-dichlorophenyl hydrazine · HCl substituted for phenyl hydrazine. There was obtained the title compound; HRMS (M+H)+ : calc. 501.055493; found 501.053920.